This data is from the Open Reaction Database (ORD), a public repository of structured organic reaction records. The task is: describe an organic reaction: reactants, conditions, products, and yield Starting materials: [BH4-], CO, Cl, CCOc1ccc(Cl)cc1-c1cc(N)nc(Nc2ccc(C=O)cc2)c1, [Na+], O. The product is CCOc1ccc(Cl)cc1-c1cc(N)nc(Nc2ccc(CO)cc2)c1. Reaction SMILES: [BH4-:27].[CH3:31][OH:32].[ClH:30].[NH2:1][c:2]1[cH:3][c:4](-[c:17]2[c:18]([O:24][CH2:25][CH3:26])[cH:19][cH:20][c:21]([Cl:23])[cH:22]2)[cH:5][c:6]([NH:8][c:9]2[cH:10][cH:11][c:12]([CH:13]=[O:14])[cH:15][cH:16]2)[n:7]1.[Na+:28].[OH2:29]>>[NH2:1][c:2]1[cH:3][c:4](-[c:17]2[c:18]([O:24][CH2:25][CH3:26])[cH:19][cH:20][c:21]([Cl:23])[cH:22]2)[cH:5][c:6]([NH:8][c:9]2[cH:10][cH:11][c:12]([CH2:13][OH:14])[cH:15][cH:16]2)[n:7]1. The reactants are COC=1C=C(CC2N(CCCC3=C2C=C(C(=C3)OC)OC)C(C(=O)O)C3=CC=CC=C3)C=CC1OC ([1-(3,4-dimethoxy-benzyl)-7,8-dimethoxy-1,3,4,5-tetrahydro-benzo[c]azepin-2-yl]-phenyl-acetic acid), NCC(=O)NCC (2-amino-N-ethyl-acetamide). Yields the product COC=1C=C(CC2N(CCCC3=C2C=C(C(=C3)OC)OC)C(C(=O)NCC(NCC)=O)C3=CC=CC=C3)C=CC1OC (2-[1-(3,4-Dimethoxy-benzyl)-7,8-dimethoxy-1,3,4,5-tetrahydro-benzo[c]azepin-2-yl]-N-ethylcarbamoylmethyl-2-phenyl-acetamide). Reaction SMILES: [CH3:1][O:2][C:3]1[CH:4]=[C:5]([CH:32]=[CH:33][C:34]=1[O:35][CH3:36])[CH2:6][CH:7]1[C:13]2[CH:14]=[C:15]([O:20][CH3:21])[C:16]([O:18][CH3:19])=[CH:17][C:12]=2[CH2:11][CH2:10][CH2:9][N:8]1[CH:22]([C:26]1[CH:31]=[CH:30][CH:29]=[CH:28][CH:27]=1)[C:23]([OH:25])=O.[NH2:37][CH2:38][C:39]([NH:41][CH2:42][CH3:43])=[O:40]>>[CH3:1][O:2][C:3]1[CH:4]=[C:5]([CH:32]=[CH:33][C:34]=1[O:35][CH3:36])[CH2:6][CH:7]1[C:13]2[CH:14]=[C:15]([O:20][CH3:21])[C:16]([O:18][CH3:19])=[CH:17][C:12]=2[CH2:11][CH2:10][CH2:9][N:8]1[CH:22]([C:26]1[CH:27]=[CH:28][CH:29]=[CH:30][CH:31]=1)[C:23]([NH:37][CH2:38][C:39](=[O:40])[NH:41][CH2:42][CH3:43])=[O:25]. Procedure details: prepared by reaction of [1-(3,4-dimethoxy-benzyl)-7,8-dimethoxy-1,3,4,5-tetrahydro-benzo[c]azepin-2-yl]-phenyl-acetic acid with 2-amino-N-ethyl-acetamide. Reactants: Cl, CCCC(F)(F)CC(NC(=O)N1CCCOCC1)C(=O)O, CCC(N)C#N. The product is CCCC(F)(F)CC(NC(=O)N1CCCOCC1)C(=O)NC(C#N)CC. RXN SMILES: [ClH:22].[F:1][C:2]([CH2:3][CH:4]([C:5](=[O:6])[OH:7])[NH:8][C:9](=[O:10])[N:11]1[CH2:12][CH2:13][O:14][CH2:15][CH2:16][CH2:17]1)([CH2:18][CH2:19][CH3:20])[F:21].[NH2:23][CH:24]([C:25]#[N:26])[CH2:27][CH3:28]>>[F:1][C:2]([CH2:3][CH:4]([C:5](=[O:7])[NH:23][CH:24]([C:25]#[N:26])[CH2:27][CH3:28])[NH:8][C:9](=[O:10])[N:11]1[CH2:12][CH2:13][O:14][CH2:15][CH2:16][CH2:17]1)([CH2:18][CH2:19][CH3:20])[F:21]. Reactants: ester, COC(C1=C(C=CC(=C1)C=1SC=C(N1)C1=CC(=C(C=C1)Cl)Cl)Br)=O (2-bromo-5-[4-(3,4-dichloro-phenyl)-thiazol-2-yl]-benzoic acid methyl ester), COC(C1=C(C=CC(=C1)C=1SC=C(N1)C1=CC(=C(C=C1)Cl)Cl)Br)=O (2-bromo-5-[4-(3,4-dichloro-phenyl)-thiazol-2-yl]-benzoic acid methyl ester), COC1=NC=C(C=N1)B(O)O (2-methoxypyrimidine-5-boronic acid). The product is ClC=1C=C(C=CC1Cl)C=1N=C(SC1)C=1C=CC(=C(C(=O)O)C1)C=1C=NC(=NC1)OC (5-[4-(3,4-Dichloro-phenyl)-thiazol-2-yl]-2-(2-methoxy-pyrimidin-5-yl)-benzoic acid). The yield is 1.0%. As a reaction SMILES: C[O:2][C:3](=[O:24])[C:4]1[CH:9]=[C:8]([C:10]2[S:11][CH:12]=[C:13]([C:15]3[CH:20]=[CH:19][C:18]([Cl:21])=[C:17]([Cl:22])[CH:16]=3)[N:14]=2)[CH:7]=[CH:6][C:5]=1Br.[CH3:25][O:26][C:27]1[N:32]=[CH:31][C:30](B(O)O)=[CH:29][N:28]=1>>[Cl:22][C:17]1[CH:16]=[C:15]([C:13]2[N:14]=[C:10]([C:8]3[CH:7]=[CH:6][C:5]([C:30]4[CH:29]=[N:28][C:27]([O:26][CH3:25])=[N:32][CH:31]=4)=[C:4]([CH:9]=3)[C:3]([OH:2])=[O:24])[S:11][CH:12]=2)[CH:20]=[CH:19][C:18]=1[Cl:21]. Procedure: Using the conditions of General Procedure B for Suzuki Coupling and Hydrolysis in Parallel Mode, 2-bromo-5-[4-(3,4-dichloro-phenyl)-thiazol-2-yl]-benzoic acid methyl ester (which may be prepared as described for Intermediate 6; 89 mg, 0.2 mmol) was reacted with and 2-methoxypyrimidine-5-boronic acid (available from Combi-Blocks Inc.; 62 mg, 0.4 mmol). The resulting ester was hydrolyzed and the acid was purified to give 5-[4-(3,4-Dichloro-phenyl)-thiazol-2-yl]-2-(2-methoxy-pyrimidin-5-yl)-benzoic...